describe an organic reaction: reactants, conditions, products, and yield From a dataset of the Open Reaction Database (ORD), a public repository of structured organic reaction records. Starting materials: C1OC=2C=C(CCN)C=CC2O1 (3,4-methylenedioxyphenethylamine), ClC=1C2=C(N=C(N1)C1=NC=CN=C1)SC(=C2)[N+](=O)[O-] (4-chloro-2-(pyrazin-2-yl)-6-nitro-thieno-[2,3-d]-pyrimidine). Product: N1=C(C=NC=C1)C=1N=C(C2=C(N1)SC(=C2)[N+](=O)[O-])NCCC2=CC1=C(C=C2)OCO1 (2-(pyrazin-2-yl)-4-(3,4-methylenedioxyphenethylamino)-6-nitro-thieno-[2,3-d]-pyrimidine). Reaction SMILES: [CH2:1]1[O:12][C:11]2[CH:10]=[CH:9][C:5]([CH2:6][CH2:7][NH2:8])=[CH:4][C:3]=2[O:2]1.Cl[C:14]1[C:15]2[CH:28]=[C:27]([N+:29]([O-:31])=[O:30])[S:26][C:16]=2[N:17]=[C:18]([C:20]2[CH:25]=[N:24][CH:23]=[CH:22][N:21]=2)[N:19]=1>>[N:21]1[CH:22]=[CH:23][N:24]=[CH:25][C:20]=1[C:18]1[N:19]=[C:14]([NH:8][CH2:7][CH2:6][C:5]2[CH:9]=[CH:10][C:11]3[O:12][CH2:1][O:2][C:3]=3[CH:4]=2)[C:15]2[CH:28]=[C:27]([N+:29]([O-:31])=[O:30])[S:26][C:16]=2[N:17]=1. Procedure details: With the procedure of Example 1, the reaction of 3,4-methylenedioxyphenethylamine with 4-chloro-2-(pyrazin-2-yl)-6-nitro-thieno-[2,3-d]-pyrimidine yields 2-(pyrazin-2-yl)-4-(3,4-methylenedioxyphenethylamino)-6-nitro-thieno-[2,3-d]-pyrimidine. The reactants are NC=1SC(=NN1)C (2-amino-5-methyl-1,3,4-thiadiazole), C(=O)(N1C=NC=C1)N1C=NC=C1 (1,1'-carbonyldiimidazole), C(C)OC(C(CC)(C1=CC=CC=C1)N)=O (2-amino-2-phenylbutyric acid ethyl ester), product, resultant suspension. Run in O1CCCC1 (tetrahydrofuran), O1CCCC1 (tetrahydrofuran). Run at temperature 50 celsius, time 30 minute. Product: C(C)C1(C(N(C(N1)=O)C=1SC(=NN1)C)=O)C1=CC=CC=C1 (5-ethyl-3-(5-methyl[l.3.4]thiadiazol-2-yl)-5-phenyl-2,4-imidazolidinedione). Yield: 65.2%. Reaction SMILES: [NH2:1][C:2]1[S:3][C:4]([CH3:7])=[N:5][N:6]=1.[C:8](N1C=CN=C1)(N1C=CN=C1)=[O:9].C(O[C:23](=[O:34])[C:24]([NH2:33])([C:27]1[CH:32]=[CH:31][CH:30]=[CH:29][CH:28]=1)[CH2:25][CH3:26])C>O1CCCC1>[CH2:25]([C:24]1([C:27]2[CH:28]=[CH:29][CH:30]=[CH:31][CH:32]=2)[NH:33][C:8](=[O:9])[N:1]([C:2]2[S:3][C:4]([CH3:7])=[N:5][N:6]=2)[C:23]1=[O:34])[CH3:26]. Procedure details: 2.30 g of 2-amino-5-methyl-1,3,4-thiadiazole were dissolved at room temperature in 40 ml of dry tetrahydrofuran in a nitrogen atmosphere and with exclusion of moisture. 3.24 g of 1,1'-carbonyldiimidazole were then added. The mixture was stirred for 30 minutes at 50° C. 4.15 g of 2-amino-2-phenylbutyric acid ethyl ester (product from Example 3, stage 1) in 10 ml of dry tetrahydrofuran were added dropwise to the resultant suspension and stirred for 20 hours at 50° C. Once the solvent had been remo... Starting materials: BrCCCCCCCCCCCC (1-bromododecane), [Mg] (magnesium), C[Si](C1=CC(=CO1)C=O)(C)C (5-trimethylsilyl-3-furaldehyde). Run in O1CCCC1 (tetrahydrofuran), O1CCCC1 (tetrahydrofuran). Conditions: time 30 minute. Yields the product OC(CCCCCCCCCCCC)C1=COC(=C1)[Si](C)(C)C (3-(1-Hydroxytridecyl)-5-trimethylsilylfuran). Reaction SMILES: Br[CH2:2][CH2:3][CH2:4][CH2:5][CH2:6][CH2:7][CH2:8][CH2:9][CH2:10][CH2:11][CH2:12][CH3:13].[Mg].[CH3:15][Si:16]([CH3:25])([CH3:24])[C:17]1[O:21][CH:20]=[C:19]([CH:22]=[O:23])[CH:18]=1>O1CCCC1>[OH:23][CH:22]([C:19]1[CH:18]=[C:17]([Si:16]([CH3:25])([CH3:24])[CH3:15])[O:21][CH:20]=1)[CH2:13][CH2:12][CH2:11][CH2:10][CH2:9][CH2:8][CH2:7][CH2:6][CH2:5][CH2:4][CH2:3][CH3:2]. Procedure details: A mixture of 1-bromododecane (2.97 g, 11.9 mmol) and magnesium turnings (300 mg, 12.5 mmol) in tetrahydrofuran (20 ml) was refluxed under argon for 30 minutes. On cooling, a solution of 5-trimethylsilyl-3-furaldehyde (1g, 5.9 mmol) in tetrahydrofuran (THF) (2 ml) was added. After 30 min., the reaction mixture was quenched with saturated ammonium chloride. Extraction (ethyl ether), drying (magnesium sulfate) and evaporation afforded an oil, which was purified by flash chromatography on silica usi... Reactants: C1(=C(C(=O)C(=C(C1=O)Cl)Cl)Cl)Cl (chloranil), OC[C@]12CCC(C=C1C=C[C@H]1[C@@H]3CC[C@@H]([C@@]3(C)CC[C@H]21)OC(C(C)(C)C)=O)=O (19-hydroxy-17β-pivaloxyandrosta-4,6-dien 3-one), C[O-].[Na+] (sodium methoxide), OC1=CC2=CC=C3[C@@H]4CC[C@@H]([C@@]4(C)CC[C@@H]3[C@]2(CC1)CO)OC(C(C)(C)C)=O (3,19-dihydroxy-17β-pivaloxyandrosta-3,5, 7-triene). The solvent is C1(=CC=CC=C1)C (toluene), CS(=O)C (dimethyl sulfoxide), C(C)(=O)O (acetic acid). Yields the product OC[C@]12CCC(C=C1C=CC1=C3CC[C@@H]([C@@]3(C)CC[C@H]21)OC(C(C)(C)C)=O)=O (19-hydroxy-17β-pivaloxyandrosta-4,6,8(14)-trien 3-one). RXN SMILES: [OH:1][CH2:2][C@@:3]12[C@@H:20]3[C@H:11]([C@H:12]4[C@@:16]([CH2:18][CH2:19]3)([CH3:17])[C@@H:15]([O:21][C:22](=[O:27])[C:23]([CH3:26])([CH3:25])[CH3:24])[CH2:14][CH2:13]4)[CH:10]=[CH:9][C:8]1=[CH:7][C:6](=[O:28])[CH2:5][CH2:4]2.C[O-].[Na+].OC1CC[C@@]2(CO)C(=CC=C3[C@@H]2CC[C@@]2(C)[C@H]3CC[C@@H]2OC(=O)C(C)(C)C)C=1.C1(Cl)C(=O)C(Cl)=C(Cl)C(=O)C=1Cl>C1(C)C=CC=CC=1.C(O)(=O)C.CS(C)=O>[OH:1][CH2:2][C@@:3]12[C@@H:20]3[C:11](=[C:12]4[C@@:16]([CH2:18][CH2:19]3)([CH3:17])[C@@H:15]([O:21][C:22](=[O:27])[C:23]([CH3:25])([CH3:24])[CH3:26])[CH2:14][CH2:13]4)[CH:10]=[CH:9][C:8]1=[CH:7][C:6](=[O:28])[CH2:5][CH2:4]2 |f:1.2|. Procedure: A solution of 200 mg. of 19-hydroxy-17β-pivaloxyandrosta-4,6-dien 3-one in 2 ml. of dimethyl sulfoxide was treated with 400 mg. of sodium methoxide under nitrogen for 15 seconds. The mixture was then poured into 20 ml. of half-frozen 10% aqueous acetic acid, stirred for a few minutes under nitrogen and filtered to yield a precipitate, which had λ max 321 mμ and consisted essentially of 3,19-dihydroxy-17β-pivaloxyandrosta-3,5, 7-triene. The latter product was then treated with an equal amount of ...